From a dataset of the Open Reaction Database (ORD), a public repository of structured organic reaction records. describe an organic reaction: reactants, conditions, products, and yield The reactants are NC1=C(C=CC=C1[N+](=O)[O-])O (2-amino-3-nitrophenol), [N+](=O)([O-])C=1C=C(C=CC1)S(=O)(=O)OC[C@@H]1CO1 ((S)-(+)-glycidyl 3-nitrobenzenesulfonate), C(=O)([O-])[O-].[K+].[K+] (K2CO3). The solvent is CC(=O)C (acetone). The product is NC1=C(C=CC=C1[N+](=O)[O-])OC[C@@H]1CO1 (2-Amino-3-nitro-1-((2S)-2,3-epoxypropoxy)benzene). Yield: 84.3%. As a reaction SMILES: [NH2:1][C:2]1[C:7]([N+:8]([O-:10])=[O:9])=[CH:6][CH:5]=[CH:4][C:3]=1[OH:11].[N+](C1C=C(S(O[CH2:25][C@H:26]2[O:28][CH2:27]2)(=O)=O)C=CC=1)([O-])=O.C([O-])([O-])=O.[K+].[K+]>CC(C)=O>[NH2:1][C:2]1[C:7]([N+:8]([O-:10])=[O:9])=[CH:6][CH:5]=[CH:4][C:3]=1[O:11][CH2:25][C@H:26]1[O:28][CH2:27]1 |f:2.3.4|. Procedure: 5 g (0.032 mol) of 2-amino-3-nitrophenol, 8 g (0.032 mol) of (S)-(+)-glycidyl 3-nitrobenzenesulfonate and 8.9 g of K2CO3 are mixed in 80 ml of acetone and the mixture is refluxed for 18 hours. Filtration is carried out, the solvent is evaporated under reduced pressure and the crude product is purified by flash chromatography, elution being carried out with a 7/3 cyclohexane/ethyl acetate mixture. The solid product obtained is triturated in ethyl ether and 5.67 g of the title product are obtained... Starting materials: C(C)C1=C(C(=O)O)C=C(C(=C1)CC)C(=O)OC (2,4-diethyl-5-(methoxycarbonyl)benzoic acid), C(C)C1=C(C(=O)O)C=C(C(=C1)CC)C(=O)OC (2,4-diethyl-5-(methoxycarbonyl)benzoic acid), Cl.N1CCC(CC1)C1=CC=C(C#N)C=C1 (4-(piperidin-4-yl)benzonitrile hydrochloride), Cl.N1CCC(CC1)C1=CC=C(C#N)C=C1 (4-(piperidin-4-yl)benzonitrile hydrochloride), CCN=C=NCCCN(C)C.Cl (EDC.HCl). The reagents and catalysts are CN(C1=CC=NC=C1)C (4-dimethylaminopyridine). Run in C(C)(=O)OCC (ethyl acetate), CN(C=O)C (N,N-dimethylformamide). Reaction conditions: temperature 25 celsius, time 8 hour. The product is C(#N)C1=CC=C(C=C1)C1CCN(CC1)C(=O)C=1C(=CC(=C(C(=O)OC)C1)CC)CC (Methyl 5-(4-(4-cyanophenyl)piperidine-1-carbonyl)-2,4-diethylbenzoate). The yield is 58.3%. RXN SMILES: [CH2:1]([C:3]1[CH:11]=[C:10]([CH2:12][CH3:13])[C:9]([C:14]([O:16][CH3:17])=[O:15])=[CH:8][C:4]=1[C:5]([OH:7])=O)[CH3:2].Cl.[NH:19]1[CH2:24][CH2:23][CH:22]([C:25]2[CH:32]=[CH:31][C:28]([C:29]#[N:30])=[CH:27][CH:26]=2)[CH2:21][CH2:20]1.CCN=C=NCCCN(C)C.Cl>CN(C)C1C=CN=CC=1.CN(C)C=O.C(OCC)(=O)C>[C:29]([C:28]1[CH:27]=[CH:26][C:25]([CH:22]2[CH2:23][CH2:24][N:19]([C:5]([C:4]3[C:3]([CH2:1][CH3:2])=[CH:11][C:10]([CH2:12][CH3:13])=[C:9]([CH:8]=3)[C:14]([O:16][CH3:17])=[O:15])=[O:7])[CH2:20][CH2:21]2)=[CH:32][CH:31]=1)#[N:30] |f:1.2,3.4|. Reported procedure: To a round-bottom flask, were added a solution of 2,4-diethyl-5-(methoxycarbonyl)benzoic acid (compound 204.5, 500 mg, 2.12 mmol, 1.00 equiv), 4-(piperidin-4-yl)benzonitrile hydrochloride (compound 1.5, 470 mg, 2.12 mmol, 1 equiv), EDC.HCl (810 mg, 4.24 mmol, 2.00 equiv), and 4-dimethylaminopyridine (520 mg, 4.24 mmol, 2 equiv) in N,N-dimethylformamide (15 mL). The reaction was stirred overnight at 25° C. Upon reaction completion, the reaction mixture was diluted with 30 mL of ethyl acetate, the... Starting materials: N1C=CC2=CC=CC=C12 (indole), COC=1C(=C2CC3=C(NC=4C=CC(=CC34)OC)C2=CC1C)C (5,10-Dihydro-2,8-dimethoxy-1,3-dimethylindeno[1,2-b]indole), C(C)[SiH](CC)CC (triethylsilane), C([O-])(O)=O.[Na+] (sodium bicarbonate), EtOAc petrol. The solvent is O (water), FC(C(=O)O)(F)F (trifluoroacetic acid). Conditions: time 4 hour. Yields the product COC=1C(=C2C[C@H]3[C@H](NC=4C=CC(=CC34)OC)C2=CC1C)C (cis-4b,5,9b,10-Tetrahydro-2,8-dimethoxy-1,3-dimethylindeno[1,2-b]indole). Reaction SMILES: [CH3:1][O:2][C:3]1[C:4]([CH3:22])=[C:5]2[C:18](=[CH:19][C:20]=1[CH3:21])[C:8]1[NH:9][C:10]3[CH:11]=[CH:12][C:13]([O:16][CH3:17])=[CH:14][C:15]=3[C:7]=1[CH2:6]2.C([SiH](CC)CC)C.C(=O)(O)[O-].[Na+].N1C2C(=CC=CC=2)C=C1>FC(F)(F)C(O)=O.O>[CH3:1][O:2][C:3]1[C:4]([CH3:22])=[C:5]2[C:18](=[CH:19][C:20]=1[CH3:21])[C@H:8]1[NH:9][C:10]3[CH:11]=[CH:12][C:13]([O:16][CH3:17])=[CH:14][C:15]=3[C@H:7]1[CH2:6]2 |f:2.3|. Reported procedure: 5,10-Dihydro-2,8-dimethoxy-1,3-dimethylindeno[1,2-b]indole (1.04 g, 3.55 mmol) was dissolved in trifluoroacetic acid (5 cm3) and triethylsilane (0.6 cm3) added with vigorous stirring. Stirring was continued for 4 hours, and the reaction worked up incomplete due to the appearance by t.l.c. of impurities. The solution was poured into water, stirred, and brought to pH 7.0 with solid sodium bicarbonate. The organic material was extracted into DCM, which was washed with sodium bicarbonate solution, a... The reactants are N(=NC(=O)OCC)C(=O)OCC (diethyl azodicarboxylate), OC1CN(CCC2=C1C=CC=C2)S(=O)(=O)C2=CC=C(C=C2)C (1-hydroxy-2,3,4,5-tetrahydro-3-(p-toluenesulfonyl)-3-benzazepine), COC1=CC=C(C=C1)O (p-methoxyphenol), C1(=CC=CC=C1)P(C1=CC=CC=C1)C1=CC=CC=C1 (triphenylphosphine). The solvent is C1=CC=CC=C1 (benzene), C1=CC=CC=C1 (benzene). Run at time 2 hour. Yields the product COC1=CC=C(OC2CN(CCC3=C2C=CC=C3)S(=O)(=O)C3=CC=C(C=C3)C)C=C1 (1-(p-methoxyphenoxy)-2,3,4,5-tetrahydro-3-(p-toluenesulfonyl)-3-benzazepine). The yield is 30.1%. As a reaction SMILES: [OH:1][CH:2]1[C:8]2[CH:9]=[CH:10][CH:11]=[CH:12][C:7]=2[CH2:6][CH2:5][N:4]([S:13]([C:16]2[CH:21]=[CH:20][C:19]([CH3:22])=[CH:18][CH:17]=2)(=[O:15])=[O:14])[CH2:3]1.[CH3:23][O:24][C:25]1[CH:30]=[CH:29][C:28](O)=[CH:27][CH:26]=1.C1(P(C2C=CC=CC=2)C2C=CC=CC=2)C=CC=CC=1.N(C(OCC)=O)=NC(OCC)=O>C1C=CC=CC=1>[CH3:23][O:24][C:25]1[CH:30]=[CH:29][C:28]([O:1][CH:2]2[C:8]3[CH:9]=[CH:10][CH:11]=[CH:12][C:7]=3[CH2:6][CH2:5][N:4]([S:13]([C:16]3[CH:17]=[CH:18][C:19]([CH3:22])=[CH:20][CH:21]=3)(=[O:15])=[O:14])[CH2:3]2)=[CH:27][CH:26]=1. Reported procedure: To a solution of 1-hydroxy-2,3,4,5-tetrahydro-3-(p-toluenesulfonyl)-3-benzazepine (15 g, 47 mmole), p-methoxyphenol (7 g, 57 mmole) and triphenylphosphine (57 mmole) in 300 ml benzene, cooled with an ice bath, was slowly dropped a solution of diethyl azodicarboxylate (10 g, 57 mmole) in 100 ml benzene. After stirring two hours at ambient temperature, the reaction mixture was filtered to remove sym-dicarbethoxyhydrazine (8 g, 96%, m.p. 130°-132° C.), then evaporated to an oil which was purified b... The reactants are Cc1cc(N2CCC(N3CCCC3C)C2)ccc1N, O=C(O)c1cccc(F)c1. Yields the product Cc1cc(N2CCC(N3CCCC3C)C2)ccc1NC(=O)c1cccc(F)c1. As a reaction SMILES: [CH3:1][c:2]1[c:3]([NH2:19])[cH:4][cH:5][c:6]([N:8]2[CH2:9][CH:10]([N:13]3[CH:14]([CH3:18])[CH2:15][CH2:16][CH2:17]3)[CH2:11][CH2:12]2)[cH:7]1.[F:20][c:21]1[cH:22][c:23]([C:24](=[O:25])[OH:26])[cH:27][cH:28][cH:29]1>>[CH3:1][c:2]1[c:3]([NH:19][C:24]([c:23]2[cH:22][c:21]([F:20])[cH:29][cH:28][cH:27]2)=[O:25])[cH:4][cH:5][c:6]([N:8]2[CH2:9][CH:10]([N:13]3[CH:14]([CH3:18])[CH2:15][CH2:16][CH2:17]3)[CH2:11][CH2:12]2)[cH:7]1.